This data is from the Open Reaction Database (ORD), a public repository of structured organic reaction records. The task is: describe an organic reaction: reactants, conditions, products, and yield Reactants: CCOCC.C(Cl)Cl (Et2O DCM), C[C@H]1N(CCC1)C(C(=O)O[C@H]1CN2CCC1CC2)C2=CC=CC=C2 ((R)-Quinuclidin-3-yl 2-((R)-2-methylpyrrolidin-1-yl)-2-phenylacetate), ClCC(=O)C1=CC=CC=C1 (2-Chloro-1-phenylethanone). Run in C(C)(=O)OCC (ethyl acetate), C(C)#N (acetonitrile). Reaction conditions: time 48 hour. Yields the product [Cl-].C[C@H]1N(CCC1)C(C(=O)O[C@H]1C[N+]2(CCC1CC2)CC(C2=CC=CC=C2)=O)C2=CC=CC=C2 ((3R)-3-(2-((R)-2-methylpyrrolidin-1-yl)-2-phenylacetoxy)-1-(2-oxo-2-phenylethyl)-1-azoniabicyclo[2.2.2]octane chloride). The yield is 36.6%. Reaction SMILES: [CH3:1][C@@H:2]1[CH2:6][CH2:5][CH2:4][N:3]1[CH:7]([C:19]1[CH:24]=[CH:23][CH:22]=[CH:21][CH:20]=1)[C:8]([O:10][C@@H:11]1[CH:16]2[CH2:17][CH2:18][N:13]([CH2:14][CH2:15]2)[CH2:12]1)=[O:9].[Cl:25][CH2:26][C:27]([C:29]1[CH:34]=[CH:33][CH:32]=[CH:31][CH:30]=1)=[O:28].CCOCC.C(Cl)Cl>C(OCC)(=O)C.C(#N)C>[Cl-:25].[CH3:1][C@@H:2]1[CH2:6][CH2:5][CH2:4][N:3]1[CH:7]([C:19]1[CH:24]=[CH:23][CH:22]=[CH:21][CH:20]=1)[C:8]([O:10][C@@H:11]1[CH:16]2[CH2:15][CH2:14][N+:13]([CH2:26][C:27](=[O:28])[C:29]3[CH:34]=[CH:33][CH:32]=[CH:31][CH:30]=3)([CH2:18][CH2:17]2)[CH2:12]1)=[O:9] |f:2.3,6.7|. Procedure details: (R)-Quinuclidin-3-yl 2-((R)-2-methylpyrrolidin-1-yl)-2-phenylacetate (24c) (44 mg, 0.13 mmol) was dissolved in a mixture ethyl acetate (0.9 ml) and acetonitrile (0.4 ml). 2-Chloro-1-phenylethanone (22.8 mg, 0.15 mmol) was added and the mixture was stirred at room temperature for 48 hours. The solution was evaporated and the residue was purified first by flash chromatography (DCM/MeOH=90/10 to 85/15) and then by trituration with Et2O/DCM (about 5/1) to obtain the title compound (23 mg, 35.5% yiel... The reactants are CCOC(C)=O, ClCCl, O=[Cr](=O)([O-])O[Cr](=O)(=O)[O-], CC(C)C(O)CC1CC(N(C)C(C)C)CCC1NC(=O)CNC(=O)c1cccc(C(F)(F)F)c1, c1cc[nH+]cc1, c1cc[nH+]cc1. Yields the product CC(C)C(=O)CC1CC(N(C)C(C)C)CCC1NC(=O)CNC(=O)c1cccc(C(F)(F)F)c1. RXN SMILES: [CH3:56][CH2:57][O:58][C:59]([CH3:60])=[O:61].[Cl:62][CH2:63][Cl:64].[Cr:35]([O:36][Cr:37]([O-:38])(=[O:39])=[O:40])([O-:41])(=[O:42])=[O:43].[OH:1][CH:2]([CH2:3][CH:4]1[CH:5]([NH:15][C:16]([CH2:17][NH:18][C:19]([c:20]2[cH:21][c:22]([C:26]([F:27])([F:28])[F:29])[cH:23][cH:24][cH:25]2)=[O:30])=[O:31])[CH2:6][CH2:7][CH:8]([N:10]([CH3:11])[CH:12]([CH3:13])[CH3:14])[CH2:9]1)[CH:32]([CH3:33])[CH3:34].[nH+:44]1[cH:45][cH:46][cH:47][cH:48][cH:49]1.[nH+:50]1[cH:51][cH:52][cH:53][cH:54][cH:55]1>>[O:1]=[C:2]([CH2:3][CH:4]1[CH:5]([NH:15][C:16]([CH2:17][NH:18][C:19]([c:20]2[cH:21][c:22]([C:26]([F:27])([F:28])[F:29])[cH:23][cH:24][cH:25]2)=[O:30])=[O:31])[CH2:6][CH2:7][CH:8]([N:10]([CH3:11])[CH:12]([CH3:13])[CH3:14])[CH2:9]1)[CH:32]([CH3:33])[CH3:34]. The reactants are CCOC(=O)c1ccc(Cc2ccccc2)[nH]1, CCO, [Na+], [OH-]. The product is O=C(O)c1ccc(Cc2ccccc2)[nH]1. RXN SMILES: [CH2:1]([c:2]1[cH:3][cH:4][cH:5][cH:6][cH:7]1)[c:8]1[cH:9][cH:10][c:11]([C:13](=[O:14])[O:15][CH2:16][CH3:17])[nH:12]1.[CH3:20][CH2:21][OH:22].[Na+:19].[OH-:18]>>[CH2:1]([c:2]1[cH:3][cH:4][cH:5][cH:6][cH:7]1)[c:8]1[cH:9][cH:10][c:11]([C:13](=[O:14])[OH:15])[nH:12]1. The reactants are [BH4-], C1CCOC1, CO, [Na+], CC(O)(c1ccc(N2CCN(S(=O)(=O)c3cccs3)CC2CN2C3COCC2CC(=O)C3)cc1)C(F)(F)F. Yields the product CC(O)(c1ccc(N2CCN(S(=O)(=O)c3cccs3)CC2CN2C3COCC2CC(O)C3)cc1)C(F)(F)F. Reaction SMILES: [BH4-:44].[CH2:39]1[O:40][CH2:41][CH2:42][CH2:43]1.[CH3:46][OH:47].[Na+:45].[s:1]1[c:2]([S:6](=[O:7])(=[O:8])[N:9]2[CH2:10][CH:11]([CH2:28][N:29]3[CH:30]4[CH2:31][O:32][CH2:33][CH:34]3[CH2:35][C:36](=[O:38])[CH2:37]4)[N:12]([c:15]3[cH:16][cH:17][c:18]([C:21]([C:22]([F:23])([F:24])[F:25])([CH3:26])[OH:27])[cH:19][cH:20]3)[CH2:13][CH2:14]2)[cH:3][cH:4][cH:5]1>>[s:1]1[c:2]([S:6](=[O:7])(=[O:8])[N:9]2[CH2:10][CH:11]([CH2:28][N:29]3[CH:30]4[CH2:31][O:32][CH2:33][CH:34]3[CH2:35][CH:36]([OH:38])[CH2:37]4)[N:12]([c:15]3[cH:16][cH:17][c:18]([C:21]([C:22]([F:23])([F:24])[F:25])([CH3:26])[OH:27])[cH:19][cH:20]3)[CH2:13][CH2:14]2)[cH:3][cH:4][cH:5]1. Product: NC1C(C(CC1)(O)C)(C)C (3-amino-1,2,2-trimethylcyclopentanol). Reported procedure: Sodium (4.63 g, 201 mmol) was added in small portions over 1 h to a solution of the crude 3-hydroxy-2,2,3-trimethylcyclopentanone oxime (9.05 g, from Step 2) in n-propanol (80 mL) at 80° C. The resultant mixture stirred at 80° C. for 2 h, cooled to room temperature, poured into brine (100 mL) and extracted with dichloromethane (3×200 mL). The combined organic extracts were dried (MgSO4), filtered and concentrated to give crude 3-amino-1,2,2-trimethylcyclopentanol (9.1 g), which was taken to the ... RXN SMILES: [Na].[OH:2][C:3]1([CH3:12])[CH2:7][CH2:6][C:5](=[N:8]O)[C:4]1([CH3:11])[CH3:10]>C(O)CC.[Cl-].[Na+].O>[NH2:8][CH:5]1[CH2:6][CH2:7][C:3]([CH3:12])([OH:2])[C:4]1([CH3:11])[CH3:10] |f:3.4.5,^1:0|. Run in [Cl-].[Na+].O (brine), C(CC)O (n-propanol). Reactants: [Na] (Sodium), OC1(C(C(CC1)=NO)(C)C)C (3-hydroxy-2,2,3-trimethylcyclopentanone oxime), resultant mixture. The yield is 110.4%. Reactants: Cl.CN(CCS)C (2-dimethylaminoethanethiol hydrochloride), C(C)(=O)OCC (ethyl acetate), [H-].[Na+] (sodium hydride), BrC1=CC=C(C=O)C=C1 (4-bromobenzaldehyde). The solvent is CS(=O)C (DMSO). Run at temperature 90 celsius, time 40 minute. The product is CN(CCSC1=CC=C(C=O)C=C1)C (4-(2-Dimethylaminoethylthio)benzaldehyde). Yield: 73.0%. RXN SMILES: Cl.[CH3:2][N:3]([CH3:7])[CH2:4][CH2:5][SH:6].[H-].[Na+].Br[C:11]1[CH:18]=[CH:17][C:14]([CH:15]=[O:16])=[CH:13][CH:12]=1.C(OCC)(=O)C>CS(C)=O>[CH3:2][N:3]([CH3:7])[CH2:4][CH2:5][S:6][C:11]1[CH:18]=[CH:17][C:14]([CH:15]=[O:16])=[CH:13][CH:12]=1 |f:0.1,2.3|. Procedure: 2-dimethylaminoethanethiol hydrochloride (1.00 g, 7.06 mmol) was suspended in dry DMSO (20 ml) and sodium hydride (60% in mineral oil, 593 mg, 2.1 equivs) was added. The reaction mixture was left stirring for 40 mins to form Me2NCH2CH2SNa, before 4-bromobenzaldehyde (1.193 g, 1 eq) was added, and the reaction mixture was then warmed to 90° C. under nitrogen. After 1 hour at 90°-100° C. analysis by thin layer chromatography (tlc) indicated almost complete disappearance of the starting material. T... Yields the product BrC=1C=C(C(=C(C(=O)O)C1)Cl)OC (5-Bromo-2-chloro-3-methoxybenzoic acid). Reaction SMILES: [Br:1][C:2]1[CH:3]=[C:4]([O:13][CH3:14])[C:5]([Cl:12])=[C:6]([CH:11]=1)[C:7]([O:9]C)=[O:8].[OH-].[Na+].Cl>C1COCC1.O.CO>[Br:1][C:2]1[CH:3]=[C:4]([O:13][CH3:14])[C:5]([Cl:12])=[C:6]([CH:11]=1)[C:7]([OH:9])=[O:8] |f:1.2|. Conditions: time 1 hour. Starting materials: BrC=1C=C(C(=C(C(=O)OC)C1)Cl)OC (Methyl 5-bromo-2-chloro-3-methoxybenzoate), [OH-].[Na+] (NaOH), Cl (HCl). Run in C1CCOC1 (THF), O (H2O), CO (MeOH). Isolated yield 95.2%. Procedure: To a solution of compound 55 (25.0 g, 89.4 mmol) in THF (100 mL), H2O (100 mL) and MeOH (100 mL) was added aq. 5 N NaOH dropwise at 0° C. The mixture was stirred at room temperature for 1 hour. Conc. HCl was added to the mixture to acidify and the mixture was extracted with EtOAc (500 mL×2). The combined organic layers were dried over MgSO4, filtered and concentrated in vacuo to afford the crude acid 56 (22.6 g, 96%) as an orange solid. The reactants are C(C)(=O)C1=C(N)C(=CC=C1)C (2-acetyl-6-methylaniline), C(C)(=O)[O-].[Na+] (sodium acetate), resultant mixture, BrCC(=O)Br (bromoacetyl bromide), ice. Solvent: CCOCC (ether), CCOCC (ether). The product is BrCC(=O)NC1=C(C=CC=C1C)C(C)=O (2-bromo-2'-acetyl-6'-methylacetanilide). RXN SMILES: [C:1]([C:4]1[CH:10]=[CH:9][CH:8]=[C:7]([CH3:11])[C:5]=1[NH2:6])(=[O:3])[CH3:2].C([O-])(=O)C.[Na+].[Br:17][CH2:18][C:19](Br)=[O:20]>CCOCC>[Br:17][CH2:18][C:19]([NH:6][C:5]1[C:7]([CH3:11])=[CH:8][CH:9]=[CH:10][C:4]=1[C:1](=[O:3])[CH3:2])=[O:20] |f:1.2|. Procedure: To a mixture of 4.8 g of 2-acetyl-6-methylaniline, 3 g of sodium acetate and 120 ml of ether was simultaneously added a solution of 13.2 g of bromoacetyl bromide in 30 ml of ether and 60 g of ice at -3° to 0° C. for 15 minutes. The resultant mixture was stirred at 0° to 5° C. for 2 hours. The ether layer was separated, washed with an aqueous solution of sodium carbonate, dried over anhydrous sodium sulfate and evaporated to give 2-bromo-2'-acetyl-6'-methylacetanilide as crystals. m.p. 97° - 100°...